Dataset: the Open Reaction Database (ORD), a public repository of structured organic reaction records. Task: describe an organic reaction: reactants, conditions, products, and yield Starting materials: ClCCCOC1=CC=C(C=C1)C1=CC=C(C=C1)C(=O)N1CCCC1 (1{[4′-(3-chloropropoxy)[1,1′-biphenyl]-4-yl]carbonyl}pyrrolidine), CN[C@H](C)C1=CC=CC=C1 (N-methyl-N-[(1R)-1-phenylethyl]amine). Yields the product CN(CCCOC1=CC=C(C=C1)C1=CC=C(C=C1)C(=O)N1CCCC1)[C@H](C)C1=CC=CC=C1 (N-methyl-N-[(1R)-1-phenylethyl]-N-(3-{[4′-(1-pyrrolidinylcarbonyl)[1,1′-biphenyl]-4-yl]oxy}propyl)amine). RXN SMILES: Cl[CH2:2][CH2:3][CH2:4][O:5][C:6]1[CH:11]=[CH:10][C:9]([C:12]2[CH:17]=[CH:16][C:15]([C:18]([N:20]3[CH2:24][CH2:23][CH2:22][CH2:21]3)=[O:19])=[CH:14][CH:13]=2)=[CH:8][CH:7]=1.[CH3:25][NH:26][C@@H:27]([C:29]1[CH:34]=[CH:33][CH:32]=[CH:31][CH:30]=1)[CH3:28]>>[CH3:25][N:26]([C@@H:27]([C:29]1[CH:34]=[CH:33][CH:32]=[CH:31][CH:30]=1)[CH3:28])[CH2:2][CH2:3][CH2:4][O:5][C:6]1[CH:11]=[CH:10][C:9]([C:12]2[CH:17]=[CH:16][C:15]([C:18]([N:20]3[CH2:24][CH2:23][CH2:22][CH2:21]3)=[O:19])=[CH:14][CH:13]=2)=[CH:8][CH:7]=1. Reported procedure: The product from Example 11A and N-methyl-N-[(1R)-1-phenylethyl]amine were processed as described in Example 10F to provide the title compound. The reactants are Clc1ccccc1-c1nnc2ccc(Br)cn12, C1CCOC1, Cc1ccc(C=O)cc1, CC(C)[Mg+], [Cl-]. Product: Cc1ccc(C(O)c2ccc3nnc(-c4ccccc4Cl)n3c2)cc1. As a reaction SMILES: [Br:1][c:2]1[cH:3][cH:4][c:5]2[n:6]([cH:7]1)[c:8](-[c:11]1[c:12]([Cl:17])[cH:13][cH:14][cH:15][cH:16]1)[n:9][n:10]2.[CH2:32]1[O:33][CH2:34][CH2:35][CH2:36]1.[CH3:23][c:24]1[cH:25][cH:26][c:27]([CH:28]=[O:29])[cH:30][cH:31]1.[CH:19]([Mg+:20])([CH3:21])[CH3:22].[Cl-:18]>>[c:2]1([CH:28]([c:27]2[cH:26][cH:25][c:24]([CH3:23])[cH:31][cH:30]2)[OH:29])[cH:3][cH:4][c:5]2[n:6]([cH:7]1)[c:8](-[c:11]1[c:12]([Cl:17])[cH:13][cH:14][cH:15][cH:16]1)[n:9][n:10]2. The yield is 54.8%. The reagents and catalysts are Cl[Pd]([P](C1=CC=CC=C1)(C2=CC=CC=C2)C3=CC=CC=C3)([P](C4=CC=CC=C4)(C5=CC=CC=C5)C6=CC=CC=C6)Cl (bis(triphenylphosphine)palladium(II) chloride). Procedure: The title compound was prepared according to the procedure described in Example-111 using N-(4-chloro-2-fluoro-5-(4,5-dihydro-3-(4-iodophenyl)-5-oxo-1,2,4-triazol-1-yl)benzyl)pivalamide (Intermediate-90, 0.100 g, 0.189 mmol), 3,3-dimethylbut-1-yne (0.031 g, 0.378 mmol), TBAF (0.178 g, 0.567 mmol), bis(triphenylphosphine)palladium(II) chloride (catalytic) and DMSO (3.0 mL) to afford 0.050 g of the desired product. 1H NMR (300 MHz, DMSO d6): δ 1.10 (s, 9H), 1.30 (s, 9H), 4.30 (d, J=9.0 Hz, 2H), 7.... Starting materials: ClC1=CC(=C(CNC(C(C)(C)C)=O)C=C1N1N=C(NC1=O)C1=CC=C(C=C1)I)F (N-(4-chloro-2-fluoro-5-(4,5-dihydro-3-(4-iodophenyl)-5-oxo-1,2,4-triazol-1-yl)benzyl)pivalamide), CC(C#C)(C)C (3,3-dimethylbut-1-yne), CCCC[N+](CCCC)(CCCC)CCCC.[F-] (TBAF). Run in CS(=O)C (DMSO). Yields the product ClC1=CC(=C(CNC(C(C)(C)C)=O)C=C1N1N=C(NC1=O)C1=CC=C(C=C1)C#CC(C)(C)C)F (N-(4-Chloro-2-fluoro-5-(4,5-dihydro-3-(4-(3,3-dimethylbut-1-ynyl)phenyl)-5-oxo-1,2,4-triazol-1-yl)benzyl)pivalamide). As a reaction SMILES: [Cl:1][C:2]1[C:15]([N:16]2[C:20](=[O:21])[NH:19][C:18]([C:22]3[CH:27]=[CH:26][C:25](I)=[CH:24][CH:23]=3)=[N:17]2)=[CH:14][C:5]([CH2:6][NH:7][C:8](=[O:13])[C:9]([CH3:12])([CH3:11])[CH3:10])=[C:4]([F:29])[CH:3]=1.[CH3:30][C:31]([CH3:35])([CH3:34])[C:32]#[CH:33].CCCC[N+](CCCC)(CCCC)CCCC.[F-]>Cl[Pd](Cl)([P](C1C=CC=CC=1)(C1C=CC=CC=1)C1C=CC=CC=1)[P](C1C=CC=CC=1)(C1C=CC=CC=1)C1C=CC=CC=1.CS(C)=O>[Cl:1][C:2]1[C:15]([N:16]2[C:20](=[O:21])[NH:19][C:18]([C:22]3[CH:27]=[CH:26][C:25]([C:33]#[C:32][C:31]([CH3:35])([CH3:34])[CH3:30])=[CH:24][CH:23]=3)=[N:17]2)=[CH:14][C:5]([CH2:6][NH:7][C:8](=[O:13])[C:9]([CH3:12])([CH3:11])[CH3:10])=[C:4]([F:29])[CH:3]=1 |f:2.3,^1:56,75|. The solvent is COCCOCCOC (diglyme). Starting materials: C(=C)C1C(C1)(C(=O)OCC)C(=O)OCC (Diethyl 2-vinylcyclopropane-1,1-dicarboxylate), S(=O)(=O)(C1=CC=C(C)C=C1)NN (tosyl hydrazine). As a reaction SMILES: [CH:1]([CH:3]1[CH2:5][C:4]1([C:11]([O:13][CH2:14][CH3:15])=[O:12])[C:6]([O:8][CH2:9][CH3:10])=[O:7])=[CH2:2].S(NN)(C1C=CC(C)=CC=1)(=O)=O>COCCOCCOC>[CH2:1]([CH:3]1[CH2:5][C:4]1([C:11]([O:13][CH2:14][CH3:15])=[O:12])[C:6]([O:8][CH2:9][CH3:10])=[O:7])[CH3:2]. Yields the product C(C)C1C(C1)(C(=O)OCC)C(=O)OCC (diethyl 2-ethylcyclopropane-1,1-dicarboxylate). Procedure details: Diethyl 2-vinylcyclopropane-1,1-dicarboxylate (5 g; 0.024 mol) was combined with 8.8 g (0.047 mol) tosyl hydrazine in 20 mls diglyme and the mixture heated with agitation to reflux for one hour. The reaction mixture was then allowed to cool and 2.73 g crude product obtained after washing with water and petroleum ether. The purified diethyl 2-ethylcyclopropane-1,1-dicarboxylate, obtained by distillation, contained 61.89% carbon and 8.33% hydrogen (calculated 61.66% C, 8.47% H) and the nuclear mag... The reactants are FC(C=1C=C(CO)C=CC1OCOCC[Si](C)(C)C)(F)F (3-trifluoromethyl-4-[(2-trimethylsilylethoxy)methoxy]benzyl alcohol), ClC(=C(C)C)N(C)C (1-chloro-N,N,2-trimethyl-1-propenylamine). The solvent is C(Cl)Cl (methylene chloride), C(Cl)Cl (methylene chloride). Yields the product FC(C=1C=C(CCl)C=CC1OCOCC[Si](C)(C)C)(F)F (3-trifluoromethyl-4-[(2-trimethylsilylethoxy)methoxy]benzyl chloride). RXN SMILES: [F:1][C:2]([F:21])([F:20])[C:3]1[CH:4]=[C:5]([CH:8]=[CH:9][C:10]=1[O:11][CH2:12][O:13][CH2:14][CH2:15][Si:16]([CH3:19])([CH3:18])[CH3:17])[CH2:6]O.[Cl:22]C(N(C)C)=C(C)C>C(Cl)Cl>[F:1][C:2]([F:21])([F:20])[C:3]1[CH:4]=[C:5]([CH:8]=[CH:9][C:10]=1[O:11][CH2:12][O:13][CH2:14][CH2:15][Si:16]([CH3:19])([CH3:18])[CH3:17])[CH2:6][Cl:22]. Reported procedure: Compound 93-4 (28.5 g) was dissolved in methylene chloride (450 ml), 1-chloro-N,N,2-trimethyl-1-propenylamine (12.9 ml) was added under ice-cooling, and the mixture was stirred under ice-cooling for 1 hr. The reaction mixture was diluted with methylene chloride (200 ml), washed with water and saturated brine, and dried over anhydrous magnesium sulfate. The solvent was evaporated under reduced pressure. The obtained residue was purified by silica gel column chromatography (hexane:ethyl acetate=99... Reactants: CC(=CC(=O)O)C (3-methyl-2-butenoic acid), FC=1C=C(C=CC1OC)S (3-fluoro-4-methoxy thiophenol), FC=1C=C(C=CC1OC)S (3-fluoro-4-methoxy thiophenol), N1CCCCC1 (piperidine). The solvent is CCOC(=O)C (EtOAc). Conditions: temperature 105 celsius. Yields the product FC=1C=C(C=CC1OC)SC(CC(=O)O)(C)C (3-(3-fluoro-4-methoxy-phenylsulfanyl)-3-methyl-butyric acid). Yield: 101.1%. RXN SMILES: [CH3:1][C:2]([CH3:7])=[CH:3][C:4]([OH:6])=[O:5].[F:8][C:9]1[CH:10]=[C:11]([SH:17])[CH:12]=[CH:13][C:14]=1[O:15][CH3:16].N1CCCCC1>CCOC(C)=O>[F:8][C:9]1[CH:10]=[C:11]([S:17][C:2]([CH3:7])([CH3:1])[CH2:3][C:4]([OH:6])=[O:5])[CH:12]=[CH:13][C:14]=1[O:15][CH3:16]. Procedure details: A heavy-walled screw cap tube was charged with 3-methyl-2-butenoic acid (1.23 g, 12.33 mmol), 3-fluoro-4-methoxy thiophenol (Compound 200, 1.95 g, 12.33 mmol), and piperidine (314.8 mg, 3.70 mmol). This mixture was heated to 105° C. for 23 hours, cooled to room temperature and dissolved in EtOAc (100mL). The resulting solution was washed with 1M aqueous HCl, H2O, and saturated aqueous NaCl before being dried over Na2SO4. Concentration of the dry solution under reduced pressure afforded 3.22 g of... The reactants are IC=1C=CC(=C(C=O)C1)OC (5-iodo-2-methoxybenzaldehyde), C(CO)O (ethylene glycol), C1(=CC=C(C=C1)S(=O)(=O)O)C (p-toluenesulfonic acid). Solvent: C1(=CC=CC=C1)C (toluene). The product is IC=1C=CC(=C(C1)C1OCCO1)OC (2-(5-iodo-2-methoxyphenyl)-1,3-dioxolane). RXN SMILES: [I:1][C:2]1[CH:3]=[CH:4][C:5]([O:10][CH3:11])=[C:6]([CH:9]=1)[CH:7]=[O:8].[CH2:12](O)[CH2:13][OH:14].C1(C)C=CC(S(O)(=O)=O)=CC=1>C1(C)C=CC=CC=1>[I:1][C:2]1[CH:3]=[CH:4][C:5]([O:10][CH3:11])=[C:6]([CH:7]2[O:14][CH2:13][CH2:12][O:8]2)[CH:9]=1. Procedure: A solution of 1.0 grams (3.82 mmol) of the above aldehyde, 0.85 mL of ethylene glycol, 20 mg of p-toluenesulfonic acid and 42 mL of toluene was refluxed under nitrogen for 18 hours, cooled and concentrated in vacuo. The residue was redissolved in 50 mL of CH2Cl2, washed with saturated aqueous NaHCO3, dried over MgSO4 and concentrated to an oil. Chromatography on silica gel (10% ethyl acetate (EtOAc): 90% hexane) gave 2-(5-iodo-2-methoxyphenyl)-1,3-dioxolane as a clear oil, 0.68 grams (58%). Reactants: O=C([O-])[O-], CC#N, Oc1ccnc(Cl)c1, Clc1cc(Cl)nc(-c2ccc(Cl)s2)n1, [K+], [K+], O. Product: Clc1cc(Oc2cc(Cl)nc(-c3ccc(Cl)s3)n2)ccn1. As a reaction SMILES: [C:23](=[O:24])([O-:25])[O-:26].[CH3:30][C:31]#[N:32].[Cl:15][c:16]1[n:17][cH:18][cH:19][c:20]([OH:22])[cH:21]1.[Cl:1][c:2]1[cH:3][cH:4][c:5](-[c:7]2[n:8][c:9]([Cl:14])[cH:10][c:11]([Cl:13])[n:12]2)[s:6]1.[K+:27].[K+:28].[OH2:29]>>[Cl:1][c:2]1[cH:3][cH:4][c:5](-[c:7]2[n:8][c:9]([Cl:14])[cH:10][c:11]([O:22][c:20]3[cH:19][cH:18][n:17][c:16]([Cl:15])[cH:21]3)[n:12]2)[s:6]1. Reaction SMILES: [CH2:1]1[CH2:2][CH2:3][N:4]2[CH:5]1[CH2:6][NH:7][c:8]1[c:9]([cH:12][cH:13][cH:14][cH:15]1)[C:10]2=[O:11].[c:16]1([CH3:40])[cH:17][cH:18][c:19](-[c:22]2[c:23]([C:24](=[O:25])[NH:26][c:27]3[cH:28][cH:29][c:30]([C:31](=[O:32])[OH:33])[cH:34][cH:35]3)[cH:36][cH:37][cH:38][cH:39]2)[cH:20][cH:21]1>>[CH2:1]1[CH2:2][CH2:3][N:4]2[CH:5]1[CH2:6][N:7]([C:31]([c:30]1[cH:29][cH:28][c:27]([NH:26][C:24]([c:23]3[c:22](-[c:19]4[cH:18][cH:17][c:16]([CH3:40])[cH:21][cH:20]4)[cH:39][cH:38][cH:37][cH:36]3)=[O:25])[cH:35][cH:34]1)=[O:32])[c:8]1[c:9]([cH:12][cH:13][cH:14][cH:15]1)[C:10]2=[O:11]. The product is Cc1ccc(-c2ccccc2C(=O)Nc2ccc(C(=O)N3CC4CCCN4C(=O)c4ccccc43)cc2)cc1. The reactants are O=C1c2ccccc2NCC2CCCN12, Cc1ccc(-c2ccccc2C(=O)Nc2ccc(C(=O)O)cc2)cc1. Reactants: C1CCOC1, COC(=O)c1n[nH]c2ccccc12, [H-], [Na+], Cc1ccc(S(=O)(=O)Cl)cc1. The product is COC(=O)c1nn(S(=O)(=O)c2ccc(C)cc2)c2ccccc12. RXN SMILES: [CH2:27]1[O:28][CH2:29][CH2:30][CH2:31]1.[CH3:3][O:4][C:5](=[O:6])[c:7]1[n:8][nH:9][c:10]2[cH:11][cH:12][cH:13][cH:14][c:15]12.[H-:1].[Na+:2].[c:16]1([CH3:26])[cH:17][cH:18][c:19]([S:22](=[O:23])(=[O:24])[Cl:25])[cH:20][cH:21]1>>[CH3:3][O:4][C:5](=[O:6])[c:7]1[n:8][n:9]([S:22]([c:19]2[cH:18][cH:17][c:16]([CH3:26])[cH:21][cH:20]2)(=[O:23])=[O:24])[c:10]2[cH:11][cH:12][cH:13][cH:14][c:15]12.